From a dataset of the Open Reaction Database (ORD), a public repository of structured organic reaction records. describe an organic reaction: reactants, conditions, products, and yield The reactants are CO, CCOC(C)=O, N, C1CCOC1, O=S(=O)(Cl)c1cccc(CC2CCCC=C2c2nc(-c3ccccc3)c(-c3ccccc3)o2)c1. The product is NS(=O)(=O)c1cccc(CC2CCCC=C2c2nc(-c3ccccc3)c(-c3ccccc3)o2)c1. RXN SMILES: [CH3:2][OH:3].[CH3:43][CH2:44][O:45][C:46]([CH3:47])=[O:48].[NH3:1].[O:38]1[CH2:39][CH2:40][CH2:41][CH2:42]1.[c:4]1(-[c:10]2[n:11][c:12]([C:21]3=[CH:26][CH2:25][CH2:24][CH2:23][CH:22]3[CH2:27][c:28]3[cH:29][c:30]([S:34](=[O:35])(=[O:36])[Cl:37])[cH:31][cH:32][cH:33]3)[o:13][c:14]2-[c:15]2[cH:16][cH:17][cH:18][cH:19][cH:20]2)[cH:5][cH:6][cH:7][cH:8][cH:9]1>>[NH2:1][S:34]([c:30]1[cH:29][c:28]([CH2:27][CH:22]2[C:21]([c:12]3[n:11][c:10](-[c:4]4[cH:5][cH:6][cH:7][cH:8][cH:9]4)[c:14](-[c:15]4[cH:16][cH:17][cH:18][cH:19][cH:20]4)[o:13]3)=[CH:26][CH2:25][CH2:24][CH2:23]2)[cH:33][cH:32][cH:31]1)(=[O:35])=[O:36]. The reactants are ClC(C(=O)OCC)C (Ethyl 2-chloropropionate), [N+](=O)([O-])C1=CC=CC=C1 (nitrobenzene), Cl (HCl), [H-].[Na+] (sodium hydride), IC (iodomethane), [H-].[Na+] (NaH). The solvent is CN(C=O)C (dimethylformamide), CN(C=O)C (dimethylformamide). Reaction conditions: temperature 0 celsius, time 30 minute. The product is CC(C(=O)OCC)(C)C1=CC=C(C=C1)[N+](=O)[O-] (ethyl 2-methyl-2-(4-nitrophenyl)propanoate). Isolated yield 42.1%. As a reaction SMILES: [H-].[Na+].Cl[CH:4]([CH3:10])[C:5]([O:7][CH2:8][CH3:9])=[O:6].[N+:11]([C:14]1[CH:19]=[CH:18][CH:17]=[CH:16][CH:15]=1)([O-:13])=[O:12].I[CH3:21].Cl>CN(C)C=O>[CH3:21][C:4]([C:17]1[CH:18]=[CH:19][C:14]([N+:11]([O-:13])=[O:12])=[CH:15][CH:16]=1)([CH3:10])[C:5]([O:7][CH2:8][CH3:9])=[O:6] |f:0.1|. Reported procedure: A 250 mL oven-dried flask capped with a rubber septum was evacuated and backfilled with argon. The flask was charged with NaH (7.26 g, 181 mmol, 60% dispersion in oil) anhydrous dimethylformamide (50 mL) and the flask was cooled to 0° C. Ethyl 2-chloropropionate (10.0 g, 73.2 mmol) and nitrobenzene (9.92 g, 80.5 mmol) were dissolved in anhydrous dimethylformamide (50 mL) and added dropwise to the sodium hydride slurry. The reaction was stirred for 30 min at 0° C., the cooling bath removed and th... The reactants are NC1CCN(Cc2ccccc2)CC1, CC(=O)Cl, ClCCl, c1ccncc1. The product is CC(=O)NC1CCN(Cc2ccccc2)CC1. RXN SMILES: [CH2:1]([c:2]1[cH:3][cH:4][cH:5][cH:6][cH:7]1)[N:8]1[CH2:9][CH2:10][CH:11]([NH2:14])[CH2:12][CH2:13]1.[CH3:21][C:22]([Cl:23])=[O:24].[Cl:25][CH2:26][Cl:27].[cH:15]1[cH:16][cH:17][n:18][cH:19][cH:20]1>>[CH2:1]([c:2]1[cH:3][cH:4][cH:5][cH:6][cH:7]1)[N:8]1[CH2:9][CH2:10][CH:11]([NH:14][C:22]([CH3:21])=[O:24])[CH2:12][CH2:13]1. Reactants: C(CC)C1=NC2=C(N1CC1=CC=C(C=C1)C1=C(C=CC=C1)S(=O)(=O)O)C=C(C=C2C)C2=NC1=C(N2C)C=CC=C1 (4'-[(2-n-Propyl-4-methyl-6-(1-methyl-benzimidazol-2-yl)-benzimidazol-1-yl)-methyl]-2-sulpho-biphenyl), N1=CC=CC=C1 (pyridine). Product: C(CC)C1=NC2=C(N1CC1=CC=C(C=C1)C1=C(C=CC=C1)S(N)(=O)=O)C=C(C=C2C)C2=NC1=C(N2C)C=CC=C1 (4'-[(2-n-Propyl-4-methyl-6-(1-methylbenzimidazol-2-yl)-benzimidazol-1-yl)-methyl]-2-sulphamoyl-biphenyl). As a reaction SMILES: [CH2:1]([C:4]1[N:8]([CH2:9][C:10]2[CH:15]=[CH:14][C:13]([C:16]3[CH:21]=[CH:20][CH:19]=[CH:18][C:17]=3[S:22](O)(=[O:24])=[O:23])=[CH:12][CH:11]=2)[C:7]2[CH:26]=[C:27]([C:31]3[N:35]([CH3:36])[C:34]4[CH:37]=[CH:38][CH:39]=[CH:40][C:33]=4[N:32]=3)[CH:28]=[C:29]([CH3:30])[C:6]=2[N:5]=1)[CH2:2][CH3:3].[N:41]1C=CC=CC=1>>[CH2:1]([C:4]1[N:8]([CH2:9][C:10]2[CH:15]=[CH:14][C:13]([C:16]3[CH:21]=[CH:20][CH:19]=[CH:18][C:17]=3[S:22](=[O:24])(=[O:23])[NH2:41])=[CH:12][CH:11]=2)[C:7]2[CH:26]=[C:27]([C:31]3[N:35]([CH3:36])[C:34]4[CH:37]=[CH:38][CH:39]=[CH:40][C:33]=4[N:32]=3)[CH:28]=[C:29]([CH3:30])[C:6]=2[N:5]=1)[CH2:2][CH3:3]. Procedure details: 1.2 g of 4'-[(2-n-Propyl-4-methyl-6-(1-methyl-benzimidazol-2-yl)-benzimidazol-1-yl)-methyl]-2-sulpho-biphenyl are stirred with 10 ml of pyridine at 60° C. for 1 hour. The solution is then evaporated down, the residue is stirred with acetone and suction filtered. It is then taken up in 15 ml of thionylchloride and stirred for 1 hour at 60° C. After evaporation the residue is taken up in 10 ml of dimethylformamide and stirred into 10 ml of dimethylformamide saturated with ammonia. After 15 minutes... The reactants are C(C1=CC=CC=C1)N1CC=2C(CC1)=NN(C2)C2=C(C(=O)[O-])C=CC=N2.[Na+] (sodium 2-(5-benzyl-4,5,6,7-tetrahydro-2H-pyrazolo[4,3-c]pyridin-2-yl)nicotinate), NC(C(C(=O)N)O)CC1=CC=CC=C1 (3-amino-2-hydroxy-4-phenylbutanamide). The solvent is CN(C=O)C (N,N-dimethylformamide). Yields the product NC(C(C(CC1=CC=CC=C1)NC(C1=C(N=CC=C1)N1N=C2C(CN(CC2)CC2=CC=CC=C2)=C1)=O)O)=O (N-(4-Amino-3-hydroxy-4-oxo-1-phenylbutan-2-yl)-2-(5-benzyl-4,5,6,7-tetrahydro-2H-pyrazolo[4,3-c]pyridin-2-yl)nicotinamide). The yield is 129.9%. RXN SMILES: [CH2:1]([N:8]1[CH2:13][CH2:12][C:11]2=[N:14][N:15]([C:17]3[N:25]=[CH:24][CH:23]=[CH:22][C:18]=3[C:19]([O-])=[O:20])[CH:16]=[C:10]2[CH2:9]1)[C:2]1[CH:7]=[CH:6][CH:5]=[CH:4][CH:3]=1.[Na+].[NH2:27][CH:28]([CH2:34][C:35]1[CH:40]=[CH:39][CH:38]=[CH:37][CH:36]=1)[CH:29]([OH:33])[C:30]([NH2:32])=[O:31]>CN(C)C=O>[NH2:32][C:30](=[O:31])[CH:29]([OH:33])[CH:28]([NH:27][C:19](=[O:20])[C:18]1[CH:22]=[CH:23][CH:24]=[N:25][C:17]=1[N:15]1[CH:16]=[C:10]2[CH2:9][N:8]([CH2:1][C:2]3[CH:3]=[CH:4][CH:5]=[CH:6][CH:7]=3)[CH2:13][CH2:12][C:11]2=[N:14]1)[CH2:34][C:35]1[CH:36]=[CH:37][CH:38]=[CH:39][CH:40]=1 |f:0.1|. Procedure: Coupling of sodium 2-(5-benzyl-4,5,6,7-tetrahydro-2H-pyrazolo[4,3-c]pyridin-2-yl)nicotinate (106 mg, 0.297 mmol) and 3-amino-2-hydroxy-4-phenylbutanamide (80 mg, 0.412 mmol) in N,N-dimethylformamide (10 mL) according to example 1.3 and work-up gave 197 mg of the title compound a amorphous solid; ESI-MS [M+H]+: 511.2.